This data is from the Open Reaction Database (ORD), a public repository of structured organic reaction records. The task is: describe an organic reaction: reactants, conditions, products, and yield Starting materials: O=S1(NC(CN(C2=C1C=C(C(=C2)Br)OC)C2=CC=CC=C2)(CCCC)CCCC)=O (1,1-dioxo-3,3-dibutyl-5-phenyl-7-bromo-8-methoxy-2,3,4,5-tetrahydro-1,2,5-benzothiadiazepine), COC1=CC=C(CCl)C=C1 (p-methoxybenzyl chloride), [I-].[Cs+] (CsI), C(=O)([O-])[O-].[Cs+].[Cs+] (Cs2CO3). Run in CC#N (MeCN). Reaction conditions: temperature 60 celsius, time 4 hour. Yields the product O=S1(N(C(CN(C2=C1C=C(C(=C2)Br)OC)C2=CC=CC=C2)(CCCC)CCCC)CC2=CC=C(C=C2)OC)=O (1,1-Dioxo-2-(4-methoxybenzyl)-3,3-dibutyl-5-phenyl-7-bromo-8-methoxy-2,3,4,5-tetrahydro-1,2,5-benzothiadiazepine). RXN SMILES: [O:1]=[S:2]1(=[O:30])[C:8]2[CH:9]=[C:10]([O:14][CH3:15])[C:11]([Br:13])=[CH:12][C:7]=2[N:6]([C:16]2[CH:21]=[CH:20][CH:19]=[CH:18][CH:17]=2)[CH2:5][C:4]([CH2:26][CH2:27][CH2:28][CH3:29])([CH2:22][CH2:23][CH2:24][CH3:25])[NH:3]1.[CH3:31][O:32][C:33]1[CH:40]=[CH:39][C:36]([CH2:37]Cl)=[CH:35][CH:34]=1.[I-].[Cs+].C([O-])([O-])=O.[Cs+].[Cs+]>CC#N>[O:30]=[S:2]1(=[O:1])[C:8]2[CH:9]=[C:10]([O:14][CH3:15])[C:11]([Br:13])=[CH:12][C:7]=2[N:6]([C:16]2[CH:21]=[CH:20][CH:19]=[CH:18][CH:17]=2)[CH2:5][C:4]([CH2:26][CH2:27][CH2:28][CH3:29])([CH2:22][CH2:23][CH2:24][CH3:25])[N:3]1[CH2:37][C:36]1[CH:39]=[CH:40][C:33]([O:32][CH3:31])=[CH:34][CH:35]=1 |f:2.3,4.5.6|. Procedure details: To a solution of 1,1-dioxo-3,3-dibutyl-5-phenyl-7-bromo-8-methoxy-2,3,4,5-tetrahydro-1,2,5-benzothiadiazepine (prepared according to WO 98/38182; 0.200 g, 0.404 mmol) in MeCN (5 ml) where added p-methoxybenzyl chloride (0.066 ml, 0.486 mmol), CsI (0.010 g, 0.038 mmol) and Cs2CO3 (0.263 g, 0.807 mmol) and the mixture was stirred at 60° C. for 4 h. The solvent was removed under reduced pressure and the residue was partitioned between EtOAc and 0.5M HCl (aq). The organic layer was washed with brine... Starting materials: C1(=CCCC1)C=1C(=NC=C(C1)[N+](=O)[O-])OCC(F)(F)F (3-cyclopent-1-enyl-5-nitro-2-(2,2,2-trifluoro-ethoxy)-pyridine). Reagents/catalysts: [Pd] (Pd/C). The solvent is C(C)(=O)OCC (ethyl acetate). Run at time 12 hour. Yields the product C1(CCCC1)C=1C=C(C=NC1OCC(F)(F)F)N (5-Cyclopentyl-6-(2,2,2-trifluoro-ethoxy)-pyridin-3-ylamin). Yield: 69.3%. As a reaction SMILES: [C:1]1([C:6]2[C:7]([O:15][CH2:16][C:17]([F:20])([F:19])[F:18])=[N:8][CH:9]=[C:10]([N+:12]([O-])=O)[CH:11]=2)[CH2:5][CH2:4][CH2:3][CH:2]=1>C(OCC)(=O)C.[Pd]>[CH:1]1([C:6]2[CH:11]=[C:10]([NH2:12])[CH:9]=[N:8][C:7]=2[O:15][CH2:16][C:17]([F:18])([F:19])[F:20])[CH2:2][CH2:3][CH2:4][CH2:5]1. Procedure: To a solution of 3-cyclopent-1-enyl-5-nitro-2-(2,2,2-trifluoro-ethoxy)-pyridine (Example 1b) (600 mg, 2.08 mmol) in ethyl acetate (30 mL) was added 10% Pd/C (554 mg, 0.52 mmol) under argon atmosphere. The reaction mixture was stirred under hydrogen balloon pressure for 12 h. The catalyst was filtered off and the filtrate was concentrated under reduced pressure. The crude thus obtained was purified by column chromatography (Combi-Flash, 40 g, 25% ethyl acetate/hexane) to get the title compound (3... Reactants: [OH-].[Na+] (sodium hydroxide), [OH-].[Na+] (sodium hydroxide), C(C(=C)C)(=O)Cl (methacrylic chloride), [N+](=O)([O-])C1=CC=CC=C1 (nitrobenzene), NCCCC(=O)O (γ-aminobutyric acid), Cl (hydrochloric acid). Solvent: O (water), C(C)#N (acetonitrile), O (water). Run at temperature 0 celsius. Yields the product C(C(=C)C)(=O)NCCCC(=O)O (N-methacryloyl-γ-aminobutyric acid). Yield: 93.0%. RXN SMILES: [OH-].[Na+].[N+](C1C=CC=CC=1)([O-])=O.[NH2:12][CH2:13][CH2:14][CH2:15][C:16]([OH:18])=[O:17].[C:19](Cl)(=[O:23])[C:20]([CH3:22])=[CH2:21].Cl>O.C(#N)C>[C:19]([NH:12][CH2:13][CH2:14][CH2:15][C:16]([OH:18])=[O:17])(=[O:23])[C:20]([CH3:22])=[CH2:21] |f:0.1|. Reported procedure: In a mixture composed of 80 g (2.0 mol) of sodium hydroxide, 400 ml of water and 4 ml of nitrobenzene was dissolved with stirring 214 g (2.0 mol) of γ-aminobutyric acid and the mixture was cooled to 0° C. To the aqueous solution, there were simultaneously added dropwise 230 g (2.2 mol) of methacrylic chloride and an aqueous solution containing 96 g (2.4 mol) of sodium hydroxide dissolved in 200 ml of water. After the completion of the reaction, 800 ml of acetonitrile was added to the reaction so...